This data is from the Open Reaction Database (ORD), a public repository of structured organic reaction records. The task is: describe an organic reaction: reactants, conditions, products, and yield Starting materials: CC1=NC=C(C=N1)C1=NOC=C1 (2-methyl-5-isoxazol-3-yl-pyrimidine), BrNC(CCC(=O)N)=O (N-bromosuccinamide), C(C1=CC=CC=C1)(=O)OOC(C1=CC=CC=C1)=O (benzoyl peroxide). Solvent: C(Cl)(Cl)(Cl)Cl (carbon tetrachloride). Conditions: temperature 75 celsius, time 24 hour. Yields the product BrCC1=NC=C(C=N1)C1=NOC=C1 (2-Bromomethyl-5-isoxazol-3-yl-pyrimidine), dibromo. Reaction SMILES: [CH3:1][C:2]1[N:7]=[CH:6][C:5]([C:8]2[CH:12]=[CH:11][O:10][N:9]=2)=[CH:4][N:3]=1.[Br:13]NC(=O)CCC(N)=O.C(OOC(=O)C1C=CC=CC=1)(=O)C1C=CC=CC=1>C(Cl)(Cl)(Cl)Cl>[Br:13][CH2:1][C:2]1[N:3]=[CH:4][C:5]([C:8]2[CH:12]=[CH:11][O:10][N:9]=2)=[CH:6][N:7]=1. Procedure details: A mixture of 2-methyl-5-isoxazol-3-yl-pyrimidine (30 gm), N-bromosuccinamide (49.8 gm), and 98% benzoyl peroxide (13.54 gm) in carbon tetrachloride (1200 ml) was heated to 75° C. temperature. The reaction mixture was stirred at 75° C. for 24 h. The reaction mixture was filtered under suction at 25° C. to 35° C. temperature. The solid was washed with carbon tetrachloride (400 ml). The filtrate was washed with saturated aqueous sodium bicarbonate solution (400 ml×2) and evaporated under vacuum to ... The product is CN1CCN(C2CCC(n3nc(-c4ccc(-c5cn6ccccc6n5)cc4)c4c(N)ncnc43)CC2)CC1. Reaction SMILES: [CH3:25][C:26]1([CH3:27])[C:28]([CH3:29])([CH3:30])[O:31][B:32]([c:33]2[cH:34][cH:35][c:36](-[c:39]3[n:40][c:41]4[n:42]([cH:43][cH:44][cH:45][cH:46]4)[cH:47]3)[cH:37][cH:38]2)[O:48]1.[I:1][c:2]1[n:3][n:4]([CH:12]2[CH2:13][CH2:14][CH:15]([N:18]3[CH2:19][CH2:20][N:21]([CH3:24])[CH2:22][CH2:23]3)[CH2:16][CH2:17]2)[c:5]2[n:6][cH:7][n:8][c:9]([NH2:11])[c:10]12.[NH2:49][c:50]1[n:51][cH:52][n:53][c:54]2[n:55]([CH:56]3[CH2:57][CH2:58][CH:59]([N:60]4[CH2:61][CH2:62][N:63]([CH3:64])[CH2:65][CH2:66]4)[CH2:67][CH2:68]3)[n:69][c:70](-[c:71]3[cH:72][cH:73][c:74]([NH:75][c:76]4[o:77][c:78]5[cH:79][cH:80][cH:81][cH:82][c:83]5[n:84]4)[c:85]([F:86])[cH:87]3)[c:88]12>>[c:2]1(-[c:33]2[cH:34][cH:35][c:36](-[c:39]3[n:40][c:41]4[n:42]([cH:43][cH:44][cH:45][cH:46]4)[cH:47]3)[cH:37][cH:38]2)[n:3][n:4]([CH:12]2[CH2:13][CH2:14][CH:15]([N:18]3[CH2:19][CH2:20][N:21]([CH3:24])[CH2:22][CH2:23]3)[CH2:16][CH2:17]2)[c:5]2[n:6][cH:7][n:8][c:9]([NH2:11])[c:10]12. The reactants are CC1(C)OB(c2ccc(-c3cn4ccccc4n3)cc2)OC1(C)C, CN1CCN(C2CCC(n3nc(I)c4c(N)ncnc43)CC2)CC1, CN1CCN(C2CCC(n3nc(-c4ccc(Nc5nc6ccccc6o5)c(F)c4)c4c(N)ncnc43)CC2)CC1. Reactants: CC(=O)O, NC1CC1, CSC1NC(=O)N(C(C)C)C(=O)N1, O. Product: CC(C)N1C(=O)NC(NC2CC2)NC1=O. Reaction SMILES: [C:14]([OH:15])(=[O:16])[CH3:17].[CH:18]1([NH2:21])[CH2:19][CH2:20]1.[CH:1]([CH3:2])([CH3:3])[N:4]1[C:5](=[O:13])[NH:6][CH:7]([S:11][CH3:12])[NH:8][C:9]1=[O:10].[OH2:22]>>[CH:1]([CH3:2])([CH3:3])[N:4]1[C:5](=[O:13])[NH:6][CH:7]([NH:21][CH:18]2[CH2:19][CH2:20]2)[NH:8][C:9]1=[O:10]. The reactants are C(C)OCC=1N(C2=C(C=NC=3C=C(C=CC23)OC2CCN(CC2)C(=O)OC(C)(C)C)N1)CCC (tert-butyl 4-{[2-(ethoxymethyl)-1-propyl-1H-imidazo[4,5-c]quinolin-7-yl]oxy}piperidine-1-carboxylate), ClC=1C=C(C(=O)OO)C=CC1 (3-chloroperoxybenzoic acid), C1(=CC=C(C=C1)S(=O)(=O)Cl)C (p-Toluenesulfonyl chloride), [OH-].[NH4+] (ammonium hydroxide). Run in C(Cl)(Cl)Cl (chloroform). Reaction conditions: time 30 minute. The product is NC1=NC=2C=C(C=CC2C2=C1N=C(N2CCC)COCC)OC2CCN(CC2)C(=O)OC(C)(C)C (tert-butyl 4-{[4-amino-2-(ethoxymethyl)-1-propyl-1H-imidazo[4,5-c]quinolin-7-yl]oxy}piperidine-1-carboxylate). Reaction SMILES: [CH2:1]([O:3][CH2:4][C:5]1[N:6]([CH2:32][CH2:33][CH3:34])[C:7]2[C:16]3[CH:15]=[CH:14][C:13]([O:17][CH:18]4[CH2:23][CH2:22][N:21]([C:24]([O:26][C:27]([CH3:30])([CH3:29])[CH3:28])=[O:25])[CH2:20][CH2:19]4)=[CH:12][C:11]=3[N:10]=[CH:9][C:8]=2[N:31]=1)[CH3:2].ClC1C=C(C=CC=1)C(OO)=O.[OH-].[NH4+:47].C1(C)C=CC(S(Cl)(=O)=O)=CC=1>C(Cl)(Cl)Cl>[NH2:47][C:9]1[C:8]2[N:31]=[C:5]([CH2:4][O:3][CH2:1][CH3:2])[N:6]([CH2:32][CH2:33][CH3:34])[C:7]=2[C:16]2[CH:15]=[CH:14][C:13]([O:17][CH:18]3[CH2:23][CH2:22][N:21]([C:24]([O:26][C:27]([CH3:28])([CH3:30])[CH3:29])=[O:25])[CH2:20][CH2:19]3)=[CH:12][C:11]=2[N:10]=1 |f:2.3|. Procedure: To a stirring solution of tert-butyl 4-{[2-(ethoxymethyl)-1-propyl-1H-imidazo[4,5-c]quinolin-7-yl]oxy}piperidine-1-carboxylate (5.17 g, 10.5 mmol) in chloroform (100 mL) was added 3-chloroperoxybenzoic acid (3.62 g, 10.5 mmol, based on 50% purity). After 30 minutes, concentrated ammonium hydroxide (50 mL) was added and the mixture was stirred for 30 minutes. p-Toluenesulfonyl chloride (2.00 g, 10.5 mmol) was added in 3 portions and the mixture was stirred for 16 hours. The layers were separated ... Starting materials: ClC1=CC(=C(C#N)C=C1)C1=CC(=NC=C1OCC(F)(F)F)OC (4-chloro-2-[2-methoxy-5-(2,2,2-trifluoroethoxy)pyridin-4-yl]benzonitrile), Br.[NH+]1=CC=CC=C1 (pyridinium hydrobromide). The product is ClC1=CC(=C(C#N)C=C1)C1=CC(NC=C1OCC(F)(F)F)=O (4-Chloro-2-[2-oxo-5-(2,2,2-trifluoroethoxy)-1,2-dihydropyridin-4-yl]benzonitrile). Reaction SMILES: [Cl:1][C:2]1[CH:9]=[CH:8][C:5]([C:6]#[N:7])=[C:4]([C:10]2[C:15]([O:16][CH2:17][C:18]([F:21])([F:20])[F:19])=[CH:14][N:13]=[C:12]([O:22]C)[CH:11]=2)[CH:3]=1.Br.[NH+]1C=CC=CC=1>>[Cl:1][C:2]1[CH:9]=[CH:8][C:5]([C:6]#[N:7])=[C:4]([C:10]2[C:15]([O:16][CH2:17][C:18]([F:19])([F:20])[F:21])=[CH:14][NH:13][C:12](=[O:22])[CH:11]=2)[CH:3]=1 |f:1.2|. Procedure: 168 mg (0.47 mmol) of 4-chloro-2-[2-methoxy-5-(2,2,2-trifluoroethoxy)pyridin-4-yl]benzonitrile and pyridinium hydrobromide were reacted according to General Method 3A. Yield: 112 mg (purity 92%, 67% of theory)